Task: describe an organic reaction: reactants, conditions, products, and yield. Dataset: the Open Reaction Database (ORD), a public repository of structured organic reaction records Starting materials: [Li]CCCC, CC(C)(C)c1ccc(OC(C)(C(=O)[O-])c2ccc(OCCCOc3ccc(Cl)cc3)cc2)cc1, CI, CCCCCC, CC(C)NC(C)C, C1CCOC1, O. Yields the product COC(=O)C(C)(Oc1ccc(C(C)(C)C)cc1)c1ccc(OCCCOc2ccc(Cl)cc2)cc1. RXN SMILES: [CH2:8]([Li:9])[CH2:10][CH2:11][CH3:12].[CH3:13][C:14]([C:15](=[O:16])[O-:17])([c:18]1[cH:19][cH:20][c:21]([O:24][CH2:25][CH2:26][CH2:27][O:28][c:29]2[cH:30][cH:31][c:32]([Cl:35])[cH:33][cH:34]2)[cH:22][cH:23]1)[O:36][c:37]1[cH:38][cH:39][c:40]([C:43]([CH3:44])([CH3:45])[CH3:46])[cH:41][cH:42]1.[CH3:47][I:48].[CH3:54][CH2:55][CH2:56][CH2:57][CH2:58][CH3:59].[CH:1]([NH:2][CH:3]([CH3:4])[CH3:5])([CH3:6])[CH3:7].[O:49]1[CH2:50][CH2:51][CH2:52][CH2:53]1.[OH2:60]>>[CH3:1][O:17][C:15]([C:14]([CH3:13])([c:18]1[cH:19][cH:20][c:21]([O:24][CH2:25][CH2:26][CH2:27][O:28][c:29]2[cH:30][cH:31][c:32]([Cl:35])[cH:33][cH:34]2)[cH:22][cH:23]1)[O:36][c:37]1[cH:38][cH:39][c:40]([C:43]([CH3:44])([CH3:45])[CH3:46])[cH:41][cH:42]1)=[O:16]. Starting materials: BrC1=CC(=C(C(=C1)[N+](=O)[O-])N)C (4-bromo-2-methyl-6-nitro-phenylamine), CC1(OB(OC1(C)C)C1=C(C=CC=C1)C(F)(F)F)C (4,4,5,5-tetramethyl-2-(2-trifluoromethyl-phenyl)-[1,3,2]dioxaborolane). Yields the product CC=1C(=C(C=C(C1)C1=C(C=CC=C1)C(F)(F)F)N)N (5-Methyl-2′-trifluoromethyl-biphenyl-3,4-diamine). RXN SMILES: Br[C:2]1[CH:7]=[C:6]([N+:8]([O-])=O)[C:5]([NH2:11])=[C:4]([CH3:12])[CH:3]=1.CC1(C)C(C)(C)OB([C:21]2[CH:26]=[CH:25][CH:24]=[CH:23][C:22]=2[C:27]([F:30])([F:29])[F:28])O1>>[CH3:12][C:4]1[C:5]([NH2:11])=[C:6]([NH2:8])[CH:7]=[C:2]([C:21]2[CH:26]=[CH:25][CH:24]=[CH:23][C:22]=2[C:27]([F:30])([F:29])[F:28])[CH:3]=1. Reported procedure: The title compound was prepared from 4-bromo-2-methyl-6-nitro-phenylamine and 4,4,5,5-tetramethyl-2-(2-trifluoromethyl-phenyl)-[1,3,2]dioxaborolane according to the procedures described in Example 1, steps D and E. 1H-NMR (400 MHz, CDCl3) δ: 7.68 (d, J=7.8 Hz, 1H), 7.47 (t, J=7.3 Hz, 1H), 7.36 (t, J=7.6 Hz, 1H), 7.30 (d, J=7.6 Hz, 1H), 6.59 (s, 1H), 6.61 (s, 1H), 3.41 (br. s., 4H), 2.19 (s, 3H). Reactants: C(CCC)[Li] (Butyllithium), CC=1N(C2=C(C(=NC(=C2C)C)N(CC2=CC=CC=C2)CC2=CC=CC=C2)N1)CC(C)C (2,6,7-trimethyl-1-(2-methylpropyl)-N4,N4 -bis(phenylmethyl)-1H-imidazo[4,5-c]pyridin-4-amine), CI (methyl iodide). Solvent: O (water), C(C)OCC (diethyl ether), O1CCCC1 (tetrahydrofuran). Conditions: temperature -10 celsius. Yields the product C(C)C=1N(C2=C(C(=NC(=C2C)C)N(CC2=CC=CC=C2)CC2=CC=CC=C2)N1)CC(C)C (2-Ethyl-6,7-dimethyl-1-(2-methylpropyl)-N4,N4 -bis(phenylmethyl)-1H-imidazo[4,5-c]pyridin-4-amine). Reaction SMILES: [CH2:1]([Li])CCC.[CH3:6][C:7]1[N:8]([CH2:33][CH:34]([CH3:36])[CH3:35])[C:9]2[C:14]([CH3:15])=[C:13]([CH3:16])[N:12]=[C:11]([N:17]([CH2:25][C:26]3[CH:31]=[CH:30][CH:29]=[CH:28][CH:27]=3)[CH2:18][C:19]3[CH:24]=[CH:23][CH:22]=[CH:21][CH:20]=3)[C:10]=2[N:32]=1.CI>O1CCCC1.O.C(OCC)C>[CH2:6]([C:7]1[N:8]([CH2:33][CH:34]([CH3:36])[CH3:35])[C:9]2[C:14]([CH3:15])=[C:13]([CH3:16])[N:12]=[C:11]([N:17]([CH2:18][C:19]3[CH:24]=[CH:23][CH:22]=[CH:21][CH:20]=3)[CH2:25][C:26]3[CH:27]=[CH:28][CH:29]=[CH:30][CH:31]=3)[C:10]=2[N:32]=1)[CH3:1]. Procedure details: Butyllithium (0.5 mL of 2.5M in hexanes) was added to a cooled (-78° C.) solution of 2,6,7-trimethyl-1-(2-methylpropyl)-N4,N4 -bis(phenylmethyl)-1H-imidazo[4,5-c]pyridin-4-amine (0.5 g, 1.2 mmole) in tetrahydrofuran (30 mL). The reaction mixture was allowed to warm to -10° C. then it was cooled to -78° C. and combined with methyl iodide (0.23 mL, 3.6 mole). The reaction mixture was allowed to warm to ambient temperature then diluted with water and diethyl ether. The ether layer was separated, wa... Reactants: NC(C(=O)N)C#N (2-amino-2-cyanoacetamide), C(C)(=O)O (acetic acid), CC(=O)C=O (methylglyoxal), C[O-].[Na+] (sodium methoxide). The solvent is CO (methanol). Reaction conditions: temperature 20 celsius, time 2 hour. The product is COC=1C(=NC=C(N1)C)C(=O)N (3-methoxy-5-methylpyrazine-2-carboxamide). Yield: 50.0%. RXN SMILES: [NH2:1][CH:2]([C:6]#[N:7])[C:3]([NH2:5])=[O:4].C[O-].[Na+].[C:11]([OH:14])(=O)C.[CH3:15][C:16]([CH:18]=O)=O>CO>[CH3:11][O:14][C:6]1[C:2]([C:3]([NH2:5])=[O:4])=[N:1][CH:15]=[C:16]([CH3:18])[N:7]=1 |f:1.2|. Reported procedure: Under argon, 6 g (60.5 mmol) of 2-amino-2-cyanoacetamide was initially charged in 67 g of methanol. 1.67 g (9.3 mmol) of sodium methoxide solution (30%) was added and the mixture was stirred for at 20° C. 2 hours. After neutralization with 0.558 g (9.3 mmol) of acetic acid, 11.55 g (64.1 mmol) of methylglyoxal solution (40%) was added. The mixture was stirred at 20° C. for 2 hours and then at 50° C. for 2 hours. The solvent was distilled off and the 3-methoxy-5-methylpyrazine-2-carboxamide was p... Reactants: CC(C#C)(C)N (1,1-dimethyl-2-propynylamine), FC=1C=C(C(=O)Cl)C=C(C1OCC#C)F (3,5-difluoro-4-(2-propynyloxy)benzoyl chloride). Yields the product CC(C#C)(C)NC(C1=CC(=C(C(=C1)F)OCC#C)F)=O (N-(1,1-dimethyl-2-propynyl)-3,5-difluoro-4-(2-propynyloxy)benzamide). As a reaction SMILES: [CH3:1][C:2]([NH2:6])([CH3:5])[C:3]#[CH:4].[F:7][C:8]1[CH:9]=[C:10]([CH:14]=[C:15]([F:21])[C:16]=1[O:17][CH2:18][C:19]#[CH:20])[C:11](Cl)=[O:12]>>[CH3:1][C:2]([NH:6][C:11](=[O:12])[C:10]1[CH:14]=[C:15]([F:21])[C:16]([O:17][CH2:18][C:19]#[CH:20])=[C:8]([F:7])[CH:9]=1)([CH3:5])[C:3]#[CH:4]. Reported procedure: According to the same method as that of Production Example 1, 1,1-dimethyl-2-propynylamine was used in place of 2,2-dimethylpropylamine, 3,5-difluoro-4-(2-propynyloxy)benzoyl chloride was used in place of 4-(2-propynyloxy)-3-methoxybenzoyl chloride to obtain N-(1,1-dimethyl-2-propynyl)-3,5-difluoro-4-(2-propynyloxy)benzamide (hereinafter, described as the compound 51 of the present invention) represented by the formula: The reactants are C(#N)C1=CC=C(OC=2C=C(C(=O)O)C=C(C2)OC2=CC=C(C=C2)C#N)C=C1 (3,5-bis-(4-cyano-phenoxy)-benzoic acid), CC1CCC(CC1)N (4-methylcyclohexylamine). Product: C(#N)C1=CC=C(OC=2C=C(C(=O)NC3CCC(CC3)C)C=C(C2)OC2=CC=C(C=C2)C#N)C=C1 (3,5-Bis-(4-cyano-phenoxy)-N-(4-methyl-cyclohexyl)-benzamide). Yield: 105.5%. RXN SMILES: [C:1]([C:3]1[CH:27]=[CH:26][C:6]([O:7][C:8]2[CH:9]=[C:10]([CH:14]=[C:15]([O:17][C:18]3[CH:23]=[CH:22][C:21]([C:24]#[N:25])=[CH:20][CH:19]=3)[CH:16]=2)[C:11](O)=[O:12])=[CH:5][CH:4]=1)#[N:2].[CH3:28][CH:29]1[CH2:34][CH2:33][CH:32]([NH2:35])[CH2:31][CH2:30]1>>[C:1]([C:3]1[CH:4]=[CH:5][C:6]([O:7][C:8]2[CH:9]=[C:10]([CH:14]=[C:15]([O:17][C:18]3[CH:19]=[CH:20][C:21]([C:24]#[N:25])=[CH:22][CH:23]=3)[CH:16]=2)[C:11]([NH:35][CH:32]2[CH2:33][CH2:34][CH:29]([CH3:28])[CH2:30][CH2:31]2)=[O:12])=[CH:26][CH:27]=1)#[N:2]. Procedure: Following the procedure of Example 9(e) 3,5-bis-(4-cyano-phenoxy)-benzoic acid 0.5 g (1.26 mmol) and 4-methylcyclohexylamine (0.143 g, 1.26 mmol) were used to afford 0.6 g of the required product. Percentage purity (LCMS): 84.6%, (M+1)=451.1+1.